Dataset: the Open Reaction Database (ORD), a public repository of structured organic reaction records. Task: describe an organic reaction: reactants, conditions, products, and yield The reactants are [Br-], O=C([O-])[O-], C1COCCO1, C[P+](c1ccccc1)(c1ccccc1)c1ccccc1, [K+], [K+], O=Cc1cccc(C2OCCO2)n1. Yields the product O=Cc1cccc(C2CC2)n1. RXN SMILES: [Br-:26].[C:14](=[O:15])([O-:16])[O-:17].[CH2:20]1[CH2:21][O:25][CH2:24][CH2:23][O:22]1.[CH3:27][P+:28]([c:29]1[cH:30][cH:31][cH:32][cH:33][cH:34]1)([c:35]1[cH:36][cH:37][cH:38][cH:39][cH:40]1)[c:41]1[cH:42][cH:43][cH:44][cH:45][cH:46]1.[K+:18].[K+:19].[O:1]1[CH:2]([c:6]2[cH:7][cH:8][cH:9][c:10]([CH:12]=[O:13])[n:11]2)[O:5][CH2:4][CH2:3]1>>[CH:2]1([c:6]2[cH:7][cH:8][cH:9][c:10]([CH:12]=[O:13])[n:11]2)[CH2:20][CH2:21]1. The reactants are CC(C)(C)[Si](C)(C)Cl, CN(C)c1ccncc1, ClCCl, COc1nn(C2CCC(O)CC2)cc1I, c1c[nH]cn1. Reaction SMILES: [C:21]([CH3:22])([CH3:23])([CH3:24])[Si:25]([CH3:26])([CH3:27])[Cl:28].[CH3:29][N:30]([CH3:31])[c:32]1[cH:33][cH:34][n:35][cH:36][cH:37]1.[Cl:38][CH2:39][Cl:40].[I:1][c:2]1[c:3]([O:14][CH3:15])[n:4][n:5]([CH:7]2[CH2:8][CH2:9][CH:10]([OH:13])[CH2:11][CH2:12]2)[cH:6]1.[nH:16]1[cH:17][cH:18][n:19][cH:20]1>>[I:1][c:2]1[c:3]([O:14][CH3:15])[n:4][n:5]([CH:7]2[CH2:8][CH2:9][CH:10]([O:13][Si:25]([C:21]([CH3:22])([CH3:23])[CH3:24])([CH3:26])[CH3:27])[CH2:11][CH2:12]2)[cH:6]1. Yields the product COc1nn(C2CCC(O[Si](C)(C)C(C)(C)C)CC2)cc1I. Reactants: CCO, [K+], [OH-], CCOC(=O)N(C)C1CCCN(C2c3ccccc3Oc3ccccc32)C1. Product: CNC1CCCN(C2c3ccccc3Oc3ccccc32)C1. Reaction SMILES: [CH3:30][CH2:31][OH:32].[K+:29].[OH-:28].[cH:1]1[cH:2][cH:3][cH:4][c:5]2[c:14]1[CH:13]([N:15]1[CH2:16][CH:17]([N:21]([CH3:22])[C:23]([O:24][CH2:25][CH3:26])=[O:27])[CH2:18][CH2:19][CH2:20]1)[c:12]1[c:7]([cH:8][cH:9][cH:10][cH:11]1)[O:6]2>>[cH:1]1[cH:2][cH:3][cH:4][c:5]2[c:14]1[CH:13]([N:15]1[CH2:16][CH:17]([NH:21][CH3:22])[CH2:18][CH2:19][CH2:20]1)[c:12]1[c:7]([cH:8][cH:9][cH:10][cH:11]1)[O:6]2. Reactants: C(C)OC(C(C)(C)C=1CCN(CC1)CC1=CC=CC=C1)=O (2-(1-benzyl-1,2,3,6-tetrahydro-pyridin-4-yl)-2-methyl-propionic acid ethyl ester). Reagents/catalysts: [Pd] (palladium on carbon). Run in C(C)O (ethanol). Conditions: time 20 hour. Yields the product C(C)OC(C(C)(C1CCNCC1)C)=O (2-methyl-2-piperidin-4-yl-propionic acid ethyl ester). As a reaction SMILES: [CH2:1]([O:3][C:4](=[O:21])[C:5]([C:8]1[CH2:9][CH2:10][N:11](CC2C=CC=CC=2)[CH2:12][CH:13]=1)([CH3:7])[CH3:6])[CH3:2]>C(O)C.[Pd]>[CH2:1]([O:3][C:4](=[O:21])[C:5]([CH3:7])([CH:8]1[CH2:13][CH2:12][NH:11][CH2:10][CH2:9]1)[CH3:6])[CH3:2]. Procedure details: 2-(1-benzyl-1,2,3,6-tetrahydro-pyridin-4-yl)-2-methyl-propionic acid ethyl ester from above (1.15 g, 4.0 mmol) was dissolved in 50 mL of ethanol and 10% palladium on carbon (600 mg) was added. The mixture was hydrogenated at 50 psi for 20 hrs. The mixture was filtered and solvents were evaporated to give 2-methyl-2-piperidin-4-yl-propionic acid ethyl ester (760 mg) as an oil. The NMR spectrum obtained on the sample is compatible with its structure. LRMS calcd for C11H21NO2 (m/e) 199.29, obsd 200... Reactants: Cl.NO (hydroxylamine hydrochloride), C1(=CC=CC=C1)C#CC=1C=NC=C(C#N)C1 (5-phenylethynylnicotinonitrile), C([O-])([O-])=O.[K+].[K+] (potassium carbonate). Product: Cl.ONC(C1=CN=CC(=C1)C#CC1=CC=CC=C1)=N (N-Hydroxy-5-phenylethynyl-nicotinamidine hydrochloride). Reaction SMILES: [ClH:1].[NH2:2][OH:3].[C:4]1([C:10]#[C:11][C:12]2[CH:13]=[N:14][CH:15]=[C:16]([CH:19]=2)[C:17]#[N:18])[CH:9]=[CH:8][CH:7]=[CH:6][CH:5]=1.C(=O)([O-])[O-].[K+].[K+]>>[ClH:1].[OH:3][NH:2][C:17](=[NH:18])[C:16]1[CH:19]=[C:12]([C:11]#[C:10][C:4]2[CH:9]=[CH:8][CH:7]=[CH:6][CH:5]=2)[CH:13]=[N:14][CH:15]=1 |f:0.1,3.4.5,6.7|. Reported procedure: Add hydroxylamine hydrochloride (0.55 g, 7.8 mmol) to a suspension of 5-phenylethynylnicotinonitrile (0.20 g, 0.98 mmol) and potassium carbonate (0.68 g, 4.9 mmol) and heat at reflux for 2 h. Cool the reaction mixture to room temperature, filter away any solids and concentrate. Purify by silica gel chromatography, eluting with 40:60 ethyl acetate:hexanes, to obtain the free base of the title compound as a white solid. Dissolve the free base in diethyl ether, add a 1 M solution of hydrogen chlori...